This data is from the Open Reaction Database (ORD), a public repository of structured organic reaction records. The task is: describe an organic reaction: reactants, conditions, products, and yield The reactants are CCOC(=O)c1c(-c2ncc(Cl)cc2Cl)noc1C, CCO, Cl, [Na+], C1CCOC1, [OH-], O. Product: Cc1onc(-c2ncc(Cl)cc2Cl)c1C(=O)O. As a reaction SMILES: [CH2:1]([CH3:2])[O:3][C:4](=[O:5])[c:6]1[c:7](-[c:12]2[n:13][cH:14][c:15]([Cl:19])[cH:16][c:17]2[Cl:18])[n:8][o:9][c:10]1[CH3:11].[CH3:22][CH2:23][OH:24].[ClH:25].[Na+:21].[O:27]1[CH2:28][CH2:29][CH2:30][CH2:31]1.[OH-:20].[OH2:26]>>[O:3]=[C:4]([OH:5])[c:6]1[c:7](-[c:12]2[n:13][cH:14][c:15]([Cl:19])[cH:16][c:17]2[Cl:18])[n:8][o:9][c:10]1[CH3:11]. Starting materials: NC(=O)C1(C(=O)O)CC1, CN(C(=O)c1ccc(Cl)cc1)C1CCNCC1c1ccc(Cl)c(Cl)c1, Cl. The product is CN(C(=O)c1ccc(Cl)cc1)C1CCN(C(=O)C2(C(N)=O)CC2)CC1c1ccc(Cl)c(Cl)c1. RXN SMILES: [C:27]([NH2:28])(=[O:29])[C:30]1([C:33](=[O:34])[OH:35])[CH2:31][CH2:32]1.[Cl:2][c:3]1[cH:4][cH:5][c:6]([C:7](=[O:8])[N:9]([CH3:10])[CH:11]2[CH:12]([c:17]3[cH:18][c:19]([Cl:24])[c:20]([Cl:23])[cH:21][cH:22]3)[CH2:13][NH:14][CH2:15][CH2:16]2)[cH:25][cH:26]1.[ClH:1]>>[Cl:2][c:3]1[cH:4][cH:5][c:6]([C:7](=[O:8])[N:9]([CH3:10])[CH:11]2[CH:12]([c:17]3[cH:18][c:19]([Cl:24])[c:20]([Cl:23])[cH:21][cH:22]3)[CH2:13][N:14]([C:33]([C:30]3([C:27]([NH2:28])=[O:29])[CH2:31][CH2:32]3)=[O:34])[CH2:15][CH2:16]2)[cH:25][cH:26]1. Reactants: ClC1=NC=CC=C1C(F)(F)F (2-chloro-3-trifluoromethylpyridine), [N+](=O)([O-])C=1C=C(C=CC1)B(O)O (3-nitrophenylboronic acid), aqueous solution, C([O-])([O-])=O.[Na+].[Na+] (sodium carbonate). The reagents and catalysts are [Pd].C1(=CC=CC=C1)P(C1=CC=CC=C1)C1=CC=CC=C1.C1(=CC=CC=C1)P(C1=CC=CC=C1)C1=CC=CC=C1.C1(=CC=CC=C1)P(C1=CC=CC=C1)C1=CC=CC=C1.C1(=CC=CC=C1)P(C1=CC=CC=C1)C1=CC=CC=C1 (tetrakis(triphenylphosphine)-palladium). Solvent: COCCOC (1,2-dimethoxyethane), C(C)(=O)OCC (ethyl acetate). Run at temperature 80 celsius, time 7 hour. Yields the product FC(C=1C(=NC=CC1)C=1C=C(C=CC1)[N+](=O)[O-])(F)F (3-(3-trifluoromethylpyridin-2-yl)-nitrobenzene). The yield is 50.5%. RXN SMILES: Cl[C:2]1[C:7]([C:8]([F:11])([F:10])[F:9])=[CH:6][CH:5]=[CH:4][N:3]=1.[N+:12]([C:15]1[CH:16]=[C:17](B(O)O)[CH:18]=[CH:19][CH:20]=1)([O-:14])=[O:13].C(=O)([O-])[O-].[Na+].[Na+]>COCCOC.C(OCC)(=O)C.[Pd].C1(P(C2C=CC=CC=2)C2C=CC=CC=2)C=CC=CC=1.C1(P(C2C=CC=CC=2)C2C=CC=CC=2)C=CC=CC=1.C1(P(C2C=CC=CC=2)C2C=CC=CC=2)C=CC=CC=1.C1(P(C2C=CC=CC=2)C2C=CC=CC=2)C=CC=CC=1>[F:9][C:8]([F:11])([F:10])[C:7]1[C:2]([C:19]2[CH:20]=[C:15]([N+:12]([O-:14])=[O:13])[CH:16]=[CH:17][CH:18]=2)=[N:3][CH:4]=[CH:5][CH:6]=1 |f:2.3.4,7.8.9.10.11|. Procedure: To a suspension of 2-chloro-3-trifluoromethylpyridine (908 mg), 3-nitrophenylboronic acid (1.09 g) and tetrakis(triphenylphosphine)-palladium (289 mg) in 1,2-dimethoxyethane (20 ml) was added 2M aqueous solution of sodium carbonate (6.5 ml). The mixture was stirred at 80° C. for 7 hours under a nitrogen atmosphere, then cooled to room temperature and diluted with ethyl acetate. The organic layer was separated, washed with water and brine and dried over sodium sulfate. The solvent was evaporated ... Reactants: CC1CC(CC(C1)=O)=O (5-Methyl-1,3-cyclohexanedione), N (NH3). The solvent is C1=CC=CC=C1 (benzene). As a reaction SMILES: [CH3:1][CH:2]1[CH2:7][C:6](=O)[CH2:5][C:4](=[O:9])[CH2:3]1.[NH3:10]>C1C=CC=CC=1>[NH2:10][C:6]1[CH2:7][CH:2]([CH3:1])[CH2:3][C:4](=[O:9])[CH:5]=1. Procedure: 5-Methyl-1,3-cyclohexanedione (40 g, 0.32 mol) was dissolved in 500 ml of benzene at 70° C. The solution was heated at reflux for 2 hours, during which NH3 was bubbled through the reaction mixture and formed H2O was collected in a Dean-Stark trap. The mixture was then cooled to 0° C. and title product recovered by filtration, 39.8 g, m.p. 165°-169° C. 1H-NMR(DMSO-d6)delta(ppm): 0.98 (s, 3H), 1.6-1.88 (2H), 2.14-2.38 (2H), 3.14-3.6 (1H), 4.93 (s, 1H), 6.2-7.2 (m, 2H). Product: NC1=CC(CC(C1)C)=O (1-Amino-5-methylcyclohex-1-en-3-one). Conditions: temperature 0 celsius.